Dataset: the Open Reaction Database (ORD), a public repository of structured organic reaction records. Task: describe an organic reaction: reactants, conditions, products, and yield Reactants: [Br-], CC#N, CCOCC, C[Si](C)(C)Cl, CC1(C)Cc2cccc(CO)c2O1, [Li+]. Yields the product CC1(C)Cc2cccc(CBr)c2O1. RXN SMILES: [Br-:2].[CH3:21][C:22]#[N:23].[CH3:24][CH2:25][O:26][CH2:27][CH3:28].[CH3:3][Si:4]([Cl:5])([CH3:6])[CH3:7].[CH3:8][C:9]1([CH3:20])[O:10][c:11]2[c:12]([cH:14][cH:15][cH:16][c:17]2[CH2:18][OH:19])[CH2:13]1.[Li+:1]>>[Br:2][CH2:18][c:17]1[c:11]2[c:12]([cH:14][cH:15][cH:16]1)[CH2:13][C:9]([CH3:8])([CH3:20])[O:10]2.